This data is from the Open Reaction Database (ORD), a public repository of structured organic reaction records. The task is: describe an organic reaction: reactants, conditions, products, and yield Reactants: solution, [Li+].[B-](CC)(CC)CC (lithium triethylhydroborate), ClC1=CC2=C(N(C(CO2)=O)C(=O)OC(C)(C)C)C=C1 (tert-butyl 7-chloro-3-oxo-2,3-dihydro-4H-1,4-benzoxazine-4-carboxylate), ClC1=CC2=C(N(C(CO2)=O)C(=O)OC(C)(C)C)C=C1 (tert-butyl 7-chloro-3-oxo-2,3-dihydro-4H-1,4-benzoxazine-4-carboxylate), C(=O)([O-])[O-].[Na+].[Na+] (Na2CO3), OO (H2O2). Run in C1CCOC1 (THF), C1CCOC1 (THF). Run at temperature -78 celsius, time 45 minute. The product is ClC1=CC2=C(N(C(CO2)O)C(=O)OC(C)(C)C)C=C1 (tert-Butyl 7-chloro-3-hydroxy-2,3-dihydro-4H-1,4-benzoxazine-4-carboxylate). Yield: 100.1%. Reaction SMILES: [Li+].[B-](CC)(CC)CC.[Cl:9][C:10]1[CH:27]=[CH:26][C:13]2[N:14]([C:19]([O:21][C:22]([CH3:25])([CH3:24])[CH3:23])=[O:20])[C:15](=[O:18])[CH2:16][O:17][C:12]=2[CH:11]=1.C([O-])([O-])=O.[Na+].[Na+].OO>C1COCC1>[Cl:9][C:10]1[CH:27]=[CH:26][C:13]2[N:14]([C:19]([O:21][C:22]([CH3:23])([CH3:24])[CH3:25])=[O:20])[CH:15]([OH:18])[CH2:16][O:17][C:12]=2[CH:11]=1 |f:0.1,3.4.5,^1:1|. Procedure: A 1 M solution of lithium triethylhydroborate (13.75 mL, 13.75 mmol) in THF was added dropwise to a solution of tert-butyl 7-chloro-3-oxo-2,3-dihydro-4H-1,4-benzoxazine-4-carboxylate (Intermediate 16, 3.25 g, 11.5 mmol) in anhydrous THF (60 mL) at −78° C. under N2 (g). After stirring at −78° C. for 45 min, the mixture was treated with Na2CO3 (sat. aq., 25 mL); then H2O2 (35% in aq, 25 mL) was slowly added at −15° C. The mixture was stirred at rt over night, then filtered. The filtrate was concen... The reactants are C(C)OC(CC(CCC)N1C=CC2=CC(=CC=C12)NC(CC1=NC=2NCCCC2C=C1)=O)=O (3-[5-(2-5,6,7,8-tetrahydro-[1,8]naphthyridin-2-yl-acetylamino)-indol-1-yl]-hexanoic acid ethyl ester), [OH-].[Na+] (NaOH). Solvent: C1CCOC1 (THF), O (H2O). Reaction conditions: time 14 hour. The product is N1=C(C=CC=2CCCNC12)CC(=O)NC=1C=C2C=CN(C2=CC1)C(CC(=O)O)CCC (3-[5-(2-5,6,7,8-Tetrahydro-[1,8]naphthyridin-2-yl-acetylamino)-indol-1-yl]-hexanoic acid). Yield: 75.3%. Reaction SMILES: C([O:3][C:4](=[O:33])[CH2:5][CH:6]([N:10]1[C:18]2[C:13](=[CH:14][C:15]([NH:19][C:20](=[O:32])[CH2:21][C:22]3[CH:31]=[CH:30][C:29]4[CH2:28][CH2:27][CH2:26][NH:25][C:24]=4[N:23]=3)=[CH:16][CH:17]=2)[CH:12]=[CH:11]1)[CH2:7][CH2:8][CH3:9])C.[OH-].[Na+]>C1COCC1.O>[N:23]1[C:24]2[NH:25][CH2:26][CH2:27][CH2:28][C:29]=2[CH:30]=[CH:31][C:22]=1[CH2:21][C:20]([NH:19][C:15]1[CH:14]=[C:13]2[C:18](=[CH:17][CH:16]=1)[N:10]([CH:6]([CH2:7][CH2:8][CH3:9])[CH2:5][C:4]([OH:33])=[O:3])[CH:11]=[CH:12]2)=[O:32] |f:1.2|. Procedure details: To a solution of 3-[5-(2-5,6,7,8-tetrahydro-[1,8]naphthyridin-2-yl-acetylamino)-indol-1-yl]-hexanoic acid ethyl ester (50 mg, 0.12 mmol) in THF (1.0 mL) was added a solution of NaOH (18 mg, 0.45 mmol) in H2O (0.15 mL), and stirred at ambient temperature for 14 h. Solvents were evaporated. To the resulting residue was added 1N HCl until the solution reached a pH of 5. The mixture was extracted with EtOAc/DCM (9:1) several times until the aqueous layer was free from product by TLC. The extracts we... Starting materials: O=C1Cc2cc(Br)ccc2N1, C1CCNCC1, CCO, O=Cc1cc2ccccc2[nH]1. Product: O=C1Nc2ccc(Br)cc2C1=Cc1cc2ccccc2[nH]1. RXN SMILES: [Br:1][c:2]1[cH:3][c:4]2[c:8]([cH:9][cH:10]1)[NH:7][C:6](=[O:11])[CH2:5]2.[CH2:23]1[CH2:24][CH2:25][NH:26][CH2:27][CH2:28]1.[CH3:29][CH2:30][OH:31].[nH:12]1[c:13]([CH:21]=[O:22])[cH:14][c:15]2[cH:16][cH:17][cH:18][cH:19][c:20]12>>[Br:1][c:2]1[cH:3][c:4]2[c:8]([cH:9][cH:10]1)[NH:7][C:6](=[O:11])[C:5]2=[CH:21][c:13]1[nH:12][c:20]2[c:15]([cH:14]1)[cH:16][cH:17][cH:18][cH:19]2. Reactants: CCO, N, CCOC(=O)C1(CCCOC2CCCCO2)CCCC1=O. The product is CCOC(=O)C(CCCOC1CCCCO1)CCCC(N)=O. Reaction SMILES: [CH3:23][CH2:24][OH:25].[NH3:22].[O:1]1[CH:2]([O:7][CH2:8][CH2:9][CH2:10][C:11]2([C:17](=[O:18])[O:19][CH2:20][CH3:21])[C:12](=[O:16])[CH2:13][CH2:14][CH2:15]2)[CH2:3][CH2:4][CH2:5][CH2:6]1>>[O:1]1[CH:2]([O:7][CH2:8][CH2:9][CH2:10][CH:11]([CH2:15][CH2:14][CH2:13][C:12](=[O:16])[NH2:22])[C:17](=[O:18])[O:19][CH2:20][CH3:21])[CH2:3][CH2:4][CH2:5][CH2:6]1. Reactants: COCC(=O)Cl (methoxyacetyl chloride), [Cl-].C(C)(=O)OC(CNC(C1=C(C(C(=O)O)=C(C(=C1I)N)I)I)=O)COC(C)=O (5-amino-2,4,6-triiodoisophthalic acid-N-(2,3-diacetoxypropyl)-amide-chloride). Run in O1CCOCC1 (dioxane). Product: [Cl-].C(C)(=O)OC(CNC(C1=C(C(C(=O)O)=C(C(=C1I)NC(COC)=O)I)I)=O)COC(C)=O (5-Methoxyacetylamino-2,4,6-triiodoisophthalic acid-N-(2,3-diacetoxypropyl)-amide-chloride). As a reaction SMILES: [CH3:1][O:2][CH2:3][C:4]([Cl:6])=[O:5].[Cl-].[C:8]([O:11][CH:12]([CH2:30][O:31][C:32](=[O:34])[CH3:33])[CH2:13][NH:14][C:15](=[O:29])[C:16]1[C:24]([I:25])=[C:23]([NH2:26])[C:22]([I:27])=[C:18]([C:19]([OH:21])=[O:20])[C:17]=1[I:28])(=[O:10])[CH3:9]>O1CCOCC1>[Cl-:6].[C:8]([O:11][CH:12]([CH2:30][O:31][C:32](=[O:34])[CH3:33])[CH2:13][NH:14][C:15](=[O:29])[C:16]1[C:24]([I:25])=[C:23]([NH:26][C:4](=[O:5])[CH2:3][O:2][CH3:1])[C:22]([I:27])=[C:18]([C:19]([OH:21])=[O:20])[C:17]=1[I:28])(=[O:10])[CH3:9] |f:1.2,4.5|. Reported procedure: 24.7 g (150 mmol) of methoxyacetyl chloride is added to a suspension of 73.4 g (100 mmol) of 5-amino-2,4,6-triiodoisophthalic acid-N-(2,3-diacetoxypropyl)-amide-chloride (EP 0308364) in 500 ml of anhydrous dioxane, stirred with exclusion of moisture, at room temperature. The batch is refluxed for several hours, until, according to thin-layer chromatography, feedstock is no longer detectable, then it is concentrated by evaporation, the residue is taken up in dichloromethane and shaken out with sa... Starting materials: Cl (HCl), O1CCOCC1 (1,4-dioxane), C(=O)O.NC1=C2C(=NC=N1)N(N=C2C2=CC(=CC(=C2)O)F)C(C)C=2OC(C1=CC=CC=C1C2C2=CCN(CC2)C2CN(C2)C(=O)OC(C)(C)C)=O (tert-butyl 3-(4-(3-(1-(4-amino-3-(3-fluoro-5-hydroxyphenyl)-1H-pyrazolo[3,4-d]pyrimidin-1-yl)ethyl)-1-oxo-1H-isochromen-4-yl)-5,6-dihydropyridin-1(2 H)-yl)azetidine-1-carboxylate formate). Solvent: O1C(COCC1)CO (1,4-dioxane-methanol), C(=O)O (HCOOH), O.CC#N (water MeCN), C(=O)O (HCOOH), O.CC#N (water MeCN). Reaction conditions: time 6 hour. Product: Cl.Cl.NC1=C2C(=NC=N1)N(N=C2C2=CC(=CC(=C2)O)F)C(C)C=2OC(C1=CC=CC=C1C2C=2CCN(CC2)C2CNC2)=O (3-(1-(4-amino-3-(3-fluoro-5-hydroxyphenyl)-1H-pyrazolo[3,4-d]pyrimidin-1-yl)ethyl)-4-(1-(azetidin-3-yl)-1,2,3,6-tetrahydropyridin-4-yl)-1H-isochromen-1-one dihydrochloride). The yield is 91.0%. As a reaction SMILES: [ClH:1].O1CCOCC1.C(O)=O.[NH2:11][C:12]1[N:17]=[CH:16][N:15]=[C:14]2[N:18]([CH:29]([C:31]3[O:32][C:33](=[O:58])[C:34]4[C:39]([C:40]=3[C:41]3[CH2:46][CH2:45][N:44]([CH:47]5[CH2:50][N:49](C(OC(C)(C)C)=O)[CH2:48]5)[CH2:43][CH:42]=3)=[CH:38][CH:37]=[CH:36][CH:35]=4)[CH3:30])[N:19]=[C:20]([C:21]3[CH:26]=[C:25]([OH:27])[CH:24]=[C:23]([F:28])[CH:22]=3)[C:13]=12>O1CCOCC1CO.C(O)=O.O.CC#N>[ClH:1].[ClH:1].[NH2:11][C:12]1[N:17]=[CH:16][N:15]=[C:14]2[N:18]([CH:29]([C:31]3[O:32][C:33](=[O:58])[C:34]4[C:39]([C:40]=3[C:41]3[CH2:46][CH2:45][N:44]([CH:47]5[CH2:50][NH:49][CH2:48]5)[CH2:43][CH:42]=3)=[CH:38][CH:37]=[CH:36][CH:35]=4)[CH3:30])[N:19]=[C:20]([C:21]3[CH:26]=[C:25]([OH:27])[CH:24]=[C:23]([F:28])[CH:22]=3)[C:13]=12 |f:2.3,6.7,8.9.10|. Procedure: 4.0 M HCl in 1,4-dioxane (0.5 ml, 2.000 mmol) was added to a solution of tert-butyl 3-(4-(3-(1-(4-amino-3-(3-fluoro-5-hydroxyphenyl)-1H-pyrazolo[3,4-d]pyrimidin-1-yl)ethyl)-1-oxo-1H-isochromen-4-yl)-5,6-dihydropyridin-1(2 H)-yl)azetidine-1-carboxylate formate (70 mg, 0.100 mmol) in 1,4-dioxane-methanol 3:1 (4 ml). The mixture was stirred for 6 hrs at rt, then volatiles were removed under reduced pressure. Purification by RP-flash chromatography (Biotage 30 g C18 column, gradient elution from 100... Starting materials: CCO, O=[N+]([O-])c1ccc(Cl)cc1[N+](=O)[O-], [NH4+]. Product: Nc1cc(Cl)ccc1[N+](=O)[O-]. Reaction SMILES: [CH3:15][CH2:16][OH:17].[N+:1]([O-:2])(=[O:3])[c:4]1[cH:5][c:6]([Cl:13])[cH:7][cH:8][c:9]1[N+:10](=[O:11])[O-:12].[NH4+:14]>>[NH2:1][c:4]1[cH:5][c:6]([Cl:13])[cH:7][cH:8][c:9]1[N+:10](=[O:11])[O-:12].